Dataset: the Open Reaction Database (ORD), a public repository of structured organic reaction records. Task: describe an organic reaction: reactants, conditions, products, and yield The reactants are S(=O)(=O)(Cl)Cl (sulfuryl chloride), COC1=CC=C(C=C1)CCN (2-(4-Methoxy-phenyl)-ethylamine), CCOCC (ether). Solvent: C(C)(=O)O (acetic acid). Reaction conditions: time 1 hour. Product: NCCC1=CC(=C(C=C1)O)Cl (4-(2-Amino-ethyl)-2-chloro-phenol). Reaction SMILES: C[O:2][C:3]1[CH:8]=[CH:7][C:6]([CH2:9][CH2:10][NH2:11])=[CH:5][CH:4]=1.S(Cl)([Cl:15])(=O)=O.CCOCC>C(O)(=O)C>[NH2:11][CH2:10][CH2:9][C:6]1[CH:7]=[CH:8][C:3]([OH:2])=[C:4]([Cl:15])[CH:5]=1. Procedure details: 0.1 mol of 2-(4-Methoxy-phenyl)-ethylamine was dissolved in 200 ml of acetic acid, followed by addition of 1.5 eq. of sulfuryl chloride at 0° to 5° C. The solution was stirred at room temperature for 1 hour. 250 ml of ether was added and the resulted solid was collected by filtration. The solid was heated in 48% aqueous HBr at 135° C. for 4 hours, cooled to 0° C., and the crystal was collected by filtration and washed with small amount of methanol then with ethyl acetate. LC-MS showed the produc... The reactants are [N+](=O)([O-])C=1C=CC2=C(C3C(CN(CC3)C(C)=O)O2)C1 (1-(6-nitro-3,4,4a,9a-tetrahydro-1H-benzo[4,5]furo[2,3-c]pyridin-2-yl)-ethanone). Reagents/catalysts: [Pd] (Pd—C). Solvent: CO (MeOH). Run at time 16 hour. The product is NC=1C=CC2=C(C3C(CN(CC3)C(C)=O)O2)C1 (1-(6-amino-3,4,4a,9a-tetrahydro-1H-benzo[4,5]furo[2,3-c]pyridin-2-yl)-ethanone). RXN SMILES: [N+:1]([C:4]1[CH:5]=[CH:6][C:7]2[O:18][CH:10]3[CH2:11][N:12]([C:15](=[O:17])[CH3:16])[CH2:13][CH2:14][CH:9]3[C:8]=2[CH:19]=1)([O-])=O>CO.[Pd]>[NH2:1][C:4]1[CH:5]=[CH:6][C:7]2[O:18][CH:10]3[CH2:11][N:12]([C:15](=[O:17])[CH3:16])[CH2:13][CH2:14][CH:9]3[C:8]=2[CH:19]=1. Procedure details: A mixture of 1-(6-nitro-3,4,4a,9a-tetrahydro-1H-benzo[4,5]furo[2,3-c]pyridin-2-yl)-ethanone (600 mg) in MeOH (60 mL) was hydrogenated for 16 h at 10 bar using a H-Cube® instrument with a 70 mm cartridge of 10% Pd—C. The solvent was evaporated to yield 1-(6-amino-3,4,4a,9a-tetrahydro-1H-benzo[4,5]furo[2,3-c]pyridin-2-yl)-ethanone. MS m/z 233 [M+H]+ Reaction conditions: time 19 hour. Isolated yield 90.0%. The product is C1(CCCCC1)CN1C(NC2=NC=C(N=C21)C2=CC=C(C(=O)NC(C)C)C=C2)=O (4-(3-(CYCLOHEXYLMETHYL)-2-OXO-2,3-DIHYDRO-1H-IMIDAZO[4,5-B]PYRAZIN-5-YL)-N-ISOPROPYLBENZAMIDE). Procedure: 4-(3-(Cyclohexylmethyl)-2-oxo-2,3-dihydro-1H-imidazo[4,5-b]pyrazin-5-yl)benzoic acid. A solution of methyl 4-(3-(cyclohexylmethyl)-2-oxo-2,3-dihydro-1H-imidazo[4,5-b]pyrazin-5-yl)benzoate (See Example 56.A) (350 mg, 0.95 mmol) in 1N lithium hydroxide (4.5 mL) and tetrahydrofuran (4.5 mL) was allowed to stir at rt for 19 h. Upon completion of the reaction, the volatiles were removed under reduced pressure. The residue was treated with 1N hydrochloric acid and sonicated. The resulting precipitate ... The solvent is O1CCCC1 (tetrahydrofuran), [OH-].[Li+] (lithium hydroxide). Reactants: C1(CCCCC1)CN1C(NC2=NC=C(N=C21)C2=CC=C(C(=O)O)C=C2)=O (4-(3-(Cyclohexylmethyl)-2-oxo-2,3-dihydro-1H-imidazo[4,5-b]pyrazin-5-yl)benzoic acid), C1(CCCCC1)CN1C(NC2=NC=C(N=C21)C2=CC=C(C(=O)OC)C=C2)=O (methyl 4-(3-(cyclohexylmethyl)-2-oxo-2,3-dihydro-1H-imidazo[4,5-b]pyrazin-5-yl)benzoate). As a reaction SMILES: [CH:1]1([CH2:7][N:8]2[C:16]3[C:11](=[N:12][CH:13]=[C:14]([C:17]4[CH:25]=[CH:24][C:20]([C:21](O)=[O:22])=[CH:19][CH:18]=4)[N:15]=3)[NH:10][C:9]2=[O:26])[CH2:6][CH2:5][CH2:4][CH2:3][CH2:2]1.C1(CN2C3C(=N[CH:39]=[C:40]([C:43]4C=CC(C(OC)=O)=CC=4)[N:41]=3)NC2=O)CCCCC1>[OH-].[Li+].O1CCCC1>[CH:1]1([CH2:7][N:8]2[C:16]3[C:11](=[N:12][CH:13]=[C:14]([C:17]4[CH:18]=[CH:19][C:20]([C:21]([NH:41][CH:40]([CH3:43])[CH3:39])=[O:22])=[CH:24][CH:25]=4)[N:15]=3)[NH:10][C:9]2=[O:26])[CH2:2][CH2:3][CH2:4][CH2:5][CH2:6]1 |f:2.3|. Starting materials: [Si](C)(C)(C(C)(C)C)O[C@@H]1C[C@@H]2[C@H](C[C@H]3[C@@H]4CC[C@@H]([C@@]4(C)CC[C@@H]3[C@]2(CC1)C)O)O (3β-tert-butyldimethylsilyloxy-5α-androstan-6α,17β-diol), C(C)(=O)OC(C)=O (acetic anhydride), N1=CC=CC=C1 (pyridine), O (water). The product is [Si](C)(C)(C(C)(C)C)O[C@@H]1C[C@@H]2[C@H](C[C@H]3[C@@H]4CC[C@@H]([C@@]4(C)CC[C@@H]3[C@]2(CC1)C)OC(C)=O)OC(C)=O (3β-tert-butyldimethylsilyloxy-6α,17β-diacetoxy-5α-androstane). As a reaction SMILES: [Si:1]([O:8][C@H:9]1[CH2:26][CH2:25][C@@:24]2([CH3:27])[C@@H:11]([C@@H:12]([OH:29])[CH2:13][C@@H:14]3[C@@H:23]2[CH2:22][CH2:21][C@@:19]2([CH3:20])[C@H:15]3[CH2:16][CH2:17][C@@H:18]2[OH:28])[CH2:10]1)([C:4]([CH3:7])([CH3:6])[CH3:5])([CH3:3])[CH3:2].[C:30](OC(=O)C)(=[O:32])[CH3:31].[OH2:37].N1[CH:43]=[CH:42]C=CC=1>>[Si:1]([O:8][C@H:9]1[CH2:26][CH2:25][C@@:24]2([CH3:27])[C@@H:11]([C@@H:12]([O:29][C:42](=[O:37])[CH3:43])[CH2:13][C@@H:14]3[C@@H:23]2[CH2:22][CH2:21][C@@:19]2([CH3:20])[C@H:15]3[CH2:16][CH2:17][C@@H:18]2[O:28][C:30](=[O:32])[CH3:31])[CH2:10]1)([C:4]([CH3:7])([CH3:5])[CH3:6])([CH3:3])[CH3:2]. Procedure details: A solution of 3β-tert-butyldimethylsilyloxy-5α-androstan-6α,17β-diol (II-a, Prep. 1) (20 g) and acetic anhydride (25 mL) in anhydrous pyridine (50 mL) was stirred at room temperature 24 hrs. The mixture was then poured into ice and water and extracted with ethyl acetate to give after usual workup crude 3β-tert-butyldimethylsilyloxy-6α,17β-diacetoxy-5α-androstane, [23 g, 1H-NMR (300 MHz, CDCl3, ppm from TMS): 4.67 (1H, dd), 4.58 (1H, t), 3.50 (1H, hept)], used as such in the next reaction without... Reactants: COCCOC1=NC=CC(=C1)C(=O)OC (Methyl 2-(2-methoxyethoxy)pyridine-4-carboxylate), [OH-].[Na+] (NaOH). Run in O1CCOCC1 (dioxane). Reaction conditions: temperature 80 celsius. Yields the product N1=CC=C(C=C1)C(=O)O (pyridine-4-carboxylic acid). Isolated yield 139.6%. RXN SMILES: COCCO[C:6]1[CH:11]=[C:10]([C:12]([O:14]C)=[O:13])[CH:9]=[CH:8][N:7]=1.[OH-].[Na+]>O1CCOCC1>[N:7]1[CH:8]=[CH:9][C:10]([C:12]([OH:14])=[O:13])=[CH:11][CH:6]=1 |f:1.2|. Reported procedure: Methyl 2-(2-methoxyethoxy)pyridine-4-carboxylate (562 mg, 2.66 mmol), dioxane (6 mL) and NaOH (7.1 mL of 1 M, 7.1 mmol) were combined and the mixture was heated at 80° C. for 50 min. The solvent was evaporated under reduced pressure and the residue was dissolved in water before it was washed with EtOAc (3×). The aqueous layer was acidified with 1N HCl and was washed with EtOAc (3×). The combined organic layers were dried over Na2SO4, filtered and the solvent was evaporated under reduced pressure... Starting materials: CN, CCO, CN(C)c1nc(Cl)cc(NS(=O)(=O)c2ccc(N)cc2)n1. The product is CNc1cc(NS(=O)(=O)c2ccc(N)cc2)nc(N(C)C)n1. As a reaction SMILES: [CH3:22][NH2:23].[CH3:24][CH2:25][OH:26].[NH2:1][c:2]1[cH:3][cH:4][c:5]([S:8](=[O:9])(=[O:10])[NH:11][c:12]2[n:13][c:14]([N:19]([CH3:20])[CH3:21])[n:15][c:16]([Cl:18])[cH:17]2)[cH:6][cH:7]1>>[NH2:1][c:2]1[cH:3][cH:4][c:5]([S:8](=[O:9])(=[O:10])[NH:11][c:12]2[n:13][c:14]([N:19]([CH3:20])[CH3:21])[n:15][c:16]([NH:23][CH3:22])[cH:17]2)[cH:6][cH:7]1.